Dataset: the Open Reaction Database (ORD), a public repository of structured organic reaction records. Task: describe an organic reaction: reactants, conditions, products, and yield Reactants: CCO, NO, O, O=C1CCC(c2ccccc2)CC1. Yields the product ON=C1CCC(c2ccccc2)CC1. As a reaction SMILES: [CH3:17][CH2:18][OH:19].[NH2:14][OH:15].[OH2:16].[c:1]1([CH:7]2[CH2:8][CH2:9][C:10](=[O:13])[CH2:11][CH2:12]2)[cH:2][cH:3][cH:4][cH:5][cH:6]1>>[c:1]1([CH:7]2[CH2:8][CH2:9][C:10](=[N:14][OH:15])[CH2:11][CH2:12]2)[cH:2][cH:3][cH:4][cH:5][cH:6]1.